Dataset: the Open Reaction Database (ORD), a public repository of structured organic reaction records. Task: describe an organic reaction: reactants, conditions, products, and yield Reactants: ClC1=C(C2=C(CCN(CC2)C(C(F)(F)F)=O)C=C1)OS(=O)(=O)C(F)(F)F (7-chloro-3-(2,2,2-trifluoroacetyl)-6-trifluoromethanesulfonyloxy-2,3,4,5-tetrahydro-1H-benzo[d]azepine), N[C@@H]1CCC2=CC=CC=C12 ((R)-1-aminoindan). Run in C1(=CC=CC=C1)C (toluene). The product is ClC1=C(C2=C(CCN(CC2)C(C(F)(F)F)=O)C=C1)NC1CCC2=CC=CC=C12 (7-chloro-6-(indan-1-ylamino)-3-(2,2,2-trifluoroacetyl)-2,3,4,5-tetrahydro-1H-benzo[d]azepine). Yield: 63.1%. RXN SMILES: [Cl:1][C:2]1[CH:18]=[CH:17][C:5]2[CH2:6][CH2:7][N:8]([C:11](=[O:16])[C:12]([F:15])([F:14])[F:13])[CH2:9][CH2:10][C:4]=2[C:3]=1OS(C(F)(F)F)(=O)=O.[NH2:27][C@H:28]1[C:36]2[C:31](=[CH:32][CH:33]=[CH:34][CH:35]=2)[CH2:30][CH2:29]1>C1(C)C=CC=CC=1>[Cl:1][C:2]1[CH:18]=[CH:17][C:5]2[CH2:6][CH2:7][N:8]([C:11](=[O:16])[C:12]([F:15])([F:14])[F:13])[CH2:9][CH2:10][C:4]=2[C:3]=1[NH:27][CH:28]1[C:36]2[C:31](=[CH:32][CH:33]=[CH:34][CH:35]=2)[CH2:30][CH2:29]1. Procedure: Use a method similar to the General Procedure 5-1 to couple 7-chloro-3-(2,2,2-trifluoroacetyl)-6-trifluoromethanesulfonyloxy-2,3,4,5-tetrahydro-1H-benzo[d]azepine (200 mg, 0.5 mmol) with (R)-1-aminoindan (188 mg, 1.4 mmol) in toluene (5 mL). Purify by chromatography on silica gel eluting with hexane/EtOAc (9:1 to 1:1) followed by SCX chromatography [pre-wash column with methanol followed by DCM, load material dissolved in DCM, then elute with DCM/2M ammonia in methanol (1:1) and concentrate in v... The reactants are NC1=C(C#N)C=CC(=C1)C (2-amino-4methylbenzonitrile), [BH4-].[Na+] (sodium borohydride), C(C=1C(C(=O)O)=CC=CC1)(=O)O (phthalic acid), reagent, [OH-].[Na+] (sodium hydroxide). The solvent is O (water), CC(=O)C (acetone), O (water). Reaction conditions: temperature 55 celsius, time 30 minute. Yields the product C(C)(C)NC1=C(C#N)C=CC(=C1)C (2-isopropylamino-4-methylbenzonitrile). RXN SMILES: [NH2:1][C:2]1[CH:9]=[C:8]([CH3:10])[CH:7]=[CH:6][C:3]=1[C:4]#[N:5].[C:11](O)(=O)[C:12]1C(=CC=C[CH:20]=1)C(O)=O.[BH4-].[Na+].[OH-].[Na+]>O.CC(C)=O>[CH:12]([NH:1][C:2]1[CH:9]=[C:8]([CH3:10])[CH:7]=[CH:6][C:3]=1[C:4]#[N:5])([CH3:20])[CH3:11] |f:2.3,4.5|. Procedure details: To a stirred mixture of 264 g. of 2-amino-4methylbenzonitrile, 504 g. of phthalic acid and 2.32 liters of reagent grade acetone is added 80 g. of sodium borohydride portionwise over 40 minutes at a temperature of 18°-30° C. The resulting solution is stirred for 30 minutes during which the temperature rises from 29°-30° C. to 35° C. and then dropped to 34° C. The resulting solution is then heated from 34° C. to 53° C. over a period of 30 minutes and their maintained at 55° C. for one hour. The mi...